This data is from the Open Reaction Database (ORD), a public repository of structured organic reaction records. The task is: describe an organic reaction: reactants, conditions, products, and yield Reactants: CC(C)([O-])C.[K+] (potassium tert-butoxide), [I-].C[S+](=O)(C)C (trimethyl sulfoxonium iodide), O (Water), O1C(OCCC1)C1=CC(=C(C=C1)C=1SC2=NC(=CC=C2N1)C(=C)C1=CC=CC=C1)F (2-(4-(1,3-Dioxan-2-yl)-2-fluorophenyl)-5-(1-phenylvinyl)thiazolo[5,4-b]pyridine). Run in CS(=O)C (DMSO), C1CCOC1 (THF), C1CCOC1 (THF). Product: O1C(OCCC1)C1=CC(=C(C=C1)C=1SC2=NC(=CC=C2N1)C1(CC1)C1=CC=CC=C1)F (2-(4-(1,3-dioxan-2-yl)-2-fluorophenyl)-5-(1-phenylcyclopropyl)thiazolo[5,4-b]pyridine). As a reaction SMILES: [CH3:1]C(C)([O-])C.[K+].[I-].C[S+](C)(C)=O.[O:13]1[CH2:18][CH2:17][CH2:16][O:15][CH:14]1[C:19]1[CH:24]=[CH:23][C:22]([C:25]2[S:26][C:27]3[C:32]([N:33]=2)=[CH:31][CH:30]=[C:29]([C:34]([C:36]2[CH:41]=[CH:40][CH:39]=[CH:38][CH:37]=2)=[CH2:35])[N:28]=3)=[C:21]([F:42])[CH:20]=1.O>CS(C)=O.C1COCC1>[O:15]1[CH2:16][CH2:17][CH2:18][O:13][CH:14]1[C:19]1[CH:24]=[CH:23][C:22]([C:25]2[S:26][C:27]3[C:32]([N:33]=2)=[CH:31][CH:30]=[C:29]([C:34]2([C:36]4[CH:37]=[CH:38][CH:39]=[CH:40][CH:41]=4)[CH2:1][CH2:35]2)[N:28]=3)=[C:21]([F:42])[CH:20]=1 |f:0.1,2.3|. Reported procedure: To a solution of potassium tert-butoxide (4.02 g, 35.8 mmol) in 100 mL DMSO under nitrogen was added trimethyl sulfoxonium iodide (7.89 g, 35.8 mmol) in 4 portions over about 20 minutes. 2-(4-(1,3-Dioxan-2-yl)-2-fluorophenyl)-5-(1-phenylvinyl)thiazolo[5,4-b]pyridine (10.0 g, 23.9 mmol) was suspended in 150 mL THF and filtered through a glass frit, rinsing with 25 mL THF. The filtrate was added to the reaction dropwise very slowly from an addition funnel over 1.5-2 h. The resulting orange reactio...